This data is from the Open Reaction Database (ORD), a public repository of structured organic reaction records. The task is: describe an organic reaction: reactants, conditions, products, and yield Reactants: BrC=1C(=NC=C(C(=O)NC2=CC=C(C=C2)OC(F)(F)F)C1)NCCCO (5-bromo-6-((3-hydroxypropyl)amino)-N-(4-(trifluoromethoxy)phenyl)nicotinamide), CC1=CC=C(C=N1)B(O)O ((6-methylpyridin-3-yl)boronic acid), C(=O)([O-])[O-].[Na+].[Na+] (Na2CO3), CCO (EtOH). The solvent is COCCOC (DME), O (water). The product is OCCCNC1=NC=C(C=C1C=1C=NC(=CC1)C)C(=O)NC1=CC=C(C=C1)OC(F)(F)F (2-((3-Hydroxypropyl)amino)-6′-methyl-N-(4-(trifluoromethoxy)phenyl)-[3,3′-bipyridine]-5-carboxamide). RXN SMILES: Br[C:2]1[C:3]([NH:22][CH2:23][CH2:24][CH2:25][OH:26])=[N:4][CH:5]=[C:6]([CH:21]=1)[C:7]([NH:9][C:10]1[CH:15]=[CH:14][C:13]([O:16][C:17]([F:20])([F:19])[F:18])=[CH:12][CH:11]=1)=[O:8].[CH3:27][C:28]1[N:33]=[CH:32][C:31](B(O)O)=[CH:30][CH:29]=1.C([O-])([O-])=O.[Na+].[Na+].CCO>COCCOC.O>[OH:26][CH2:25][CH2:24][CH2:23][NH:22][C:3]1[C:2]([C:31]2[CH:32]=[N:33][C:28]([CH3:27])=[CH:29][CH:30]=2)=[CH:21][C:6]([C:7]([NH:9][C:10]2[CH:15]=[CH:14][C:13]([O:16][C:17]([F:20])([F:19])[F:18])=[CH:12][CH:11]=2)=[O:8])=[CH:5][N:4]=1 |f:2.3.4|. Reported procedure: A mixture of 5-bromo-6-((3-hydroxypropyl)amino)-N-(4-(trifluoromethoxy)phenyl)nicotinamide (Stage 161.1, 72 mg, 0.15 mmol), (6-methylpyridin-3-yl)boronic acid (20.7 mg, 0.15 mmol) and Na2CO3 (48 mg, 0.450 mmol) in a mixture of DME (3.2 mL), EtOH (0.43 mL) and water (0.64 mL) was flushed with argon for 5 min. Pd(PPh3)2Cl2 was added (5.3 mg, 0.0075 mmol) and the mixture subjected to MW irradiation at 125° C. for 20 min. The vial was cooled to RT and the RM was evaporated to dryness under reduced p... Reactants: O=C([O-])[O-], CI, CC#N, CCOC(=O)c1sc2nc(Cc3ccc(Cl)c(Cl)c3)[nH]c(=O)c2c1C, [K+], [K+]. Product: CCOC(=O)c1sc2nc(Cc3ccc(Cl)c(Cl)c3)n(C)c(=O)c2c1C. RXN SMILES: [C:26](=[O:27])([O-:28])[O-:29].[CH3:32][I:33].[CH3:34][C:35]#[N:36].[Cl:1][c:2]1[cH:3][c:4]([CH2:5][c:6]2[nH:7][c:8](=[O:21])[c:9]3[c:10]([n:11]2)[s:12][c:13]([C:16](=[O:17])[O:18][CH2:19][CH3:20])[c:14]3[CH3:15])[cH:22][cH:23][c:24]1[Cl:25].[K+:30].[K+:31]>>[Cl:1][c:2]1[cH:3][c:4]([CH2:5][c:6]2[n:7]([CH3:26])[c:8](=[O:21])[c:9]3[c:10]([n:11]2)[s:12][c:13]([C:16](=[O:17])[O:18][CH2:19][CH3:20])[c:14]3[CH3:15])[cH:22][cH:23][c:24]1[Cl:25]. Starting materials: Clc1nc2ccccc2[nH]1, Nc1ccc(F)c(C(F)(F)F)c1. The product is Cl, Fc1ccc(Nc2nc3ccccc3[nH]2)cc1C(F)(F)F. RXN SMILES: [Cl:1][c:2]1[nH:3][c:4]2[c:5]([n:6]1)[cH:7][cH:8][cH:9][cH:10]2.[F:11][c:12]1[c:13]([C:19]([F:20])([F:21])[F:22])[cH:14][c:15]([NH2:16])[cH:17][cH:18]1>>[ClH:1].[c:2]1([NH:16][c:15]2[cH:14][c:13]([C:19]([F:20])([F:21])[F:22])[c:12]([F:11])[cH:18][cH:17]2)[nH:3][c:4]2[c:5]([n:6]1)[cH:7][cH:8][cH:9][cH:10]2. The reactants are Cc1ccc(N2CCN(C(=O)c3ccc(N4C(=O)OCC4CO)cc3N3CCCS3(=O)=O)CC2)c(C)c1, CI. The product is COCC1COC(=O)N1c1ccc(C(=O)N2CCN(c3ccc(C)cc3C)CC2)c(N2CCCS2(=O)=O)c1. RXN SMILES: [CH3:1][c:2]1[c:3]([N:9]2[CH2:10][CH2:11][N:12]([C:15](=[O:16])[c:17]3[c:18]([N:31]4[S:32](=[O:36])(=[O:37])[CH2:33][CH2:34][CH2:35]4)[cH:19][c:20]([N:23]4[C:24](=[O:30])[O:25][CH2:26][CH:27]4[CH2:28][OH:29])[cH:21][cH:22]3)[CH2:13][CH2:14]2)[cH:4][cH:5][c:6]([CH3:8])[cH:7]1.[CH3:38][I:39]>>[CH3:1][c:2]1[c:3]([N:9]2[CH2:10][CH2:11][N:12]([C:15](=[O:16])[c:17]3[c:18]([N:31]4[S:32](=[O:36])(=[O:37])[CH2:33][CH2:34][CH2:35]4)[cH:19][c:20]([N:23]4[C:24](=[O:30])[O:25][CH2:26][CH:27]4[CH2:28][O:29][CH3:38])[cH:21][cH:22]3)[CH2:13][CH2:14]2)[cH:4][cH:5][c:6]([CH3:8])[cH:7]1. The reactants are C(Br)Br (methylene bromide), S1SCC1 (dithietane), CN(C=O)C (dimethylformamide), ClC1=CC=C(OCNC([S-])=S)C=C1.[K+] (potassium p-chlorophenoxymethyldithiocarbamate). Run in O (water). Run at time 1.5 hour. Product: ClC1=CC=C(OCN=C2SCS2)C=C1 (2-(p-Chlorophenoxymethylimino)-1,3-dithietane). Reaction SMILES: C(Br)Br.[CH3:4]N(C)C=O.[Cl:9][C:10]1[CH:21]=[CH:20][C:13]([O:14][CH2:15][NH:16][C:17](=[S:19])[S-:18])=[CH:12][CH:11]=1.[K+].S1CCS1>O>[Cl:9][C:10]1[CH:21]=[CH:20][C:13]([O:14][CH2:15][N:16]=[C:17]2[S:18][CH2:4][S:19]2)=[CH:12][CH:11]=1 |f:2.3|. Procedure: To a mixture of 19.3 g. of methylene bromide and 3.7 g. of treithylamine in 100 ml. of dimethylformamide was added 10.0 g. of potassium p-chlorophenoxymethyldithiocarbamate in portions. After another 1 to 2 hours, the mixture was poured into water and partitioned into ethylene chloride. The dried ethylene chloride mixture was saturated with dry hydrogen chloride and the resulting salt collected by filtration. Hydrolysis of the salt in a chloroform-water mixture followed by separation, drying and... Reactants: N1(CCOCC1)C(CCCN1C(=NC=2C(=NC=3C=CC=CC3C21)N)CCC)=O (1-(4-morpholin-4-yl-4-oxobutyl)-2-propyl-1H-imidazo[4,5-c]quinolin-4-amine), FC(C(=O)O)(F)F (trifluoroacetic acid). The reagents and catalysts are [Pt](=O)=O (platinum (IV) oxide), [Pt](=O)=O (platinum (IV) oxide). Run at time 2 hour. Yields the product N1(CCOCC1)C(CCCN1C(=NC=2C(=NC=3CCCCC3C21)N)CCC)=O (l-(4-morpholin-4-yl-4-oxobutyl)-2-propyl-6,7,8,9-tetrahydro-1H-imidazo[4,5-c]quinolin-4-amine). Isolated yield 92.5%. As a reaction SMILES: [N:1]1([C:7](=[O:28])[CH2:8][CH2:9][CH2:10][N:11]2[C:23]3[C:22]4[CH:21]=[CH:20][CH:19]=[CH:18][C:17]=4[N:16]=[C:15]([NH2:24])[C:14]=3[N:13]=[C:12]2[CH2:25][CH2:26][CH3:27])[CH2:6][CH2:5][O:4][CH2:3][CH2:2]1.FC(F)(F)C(O)=O>[Pt](=O)=O>[N:1]1([C:7](=[O:28])[CH2:8][CH2:9][CH2:10][N:11]2[C:23]3[C:22]4[CH2:21][CH2:20][CH2:19][CH2:18][C:17]=4[N:16]=[C:15]([NH2:24])[C:14]=3[N:13]=[C:12]2[CH2:25][CH2:26][CH3:27])[CH2:6][CH2:5][O:4][CH2:3][CH2:2]1. Procedure details: A mixture of 1-(4-morpholin-4-yl-4-oxobutyl)-2-propyl-1H-imidazo[4,5-c]quinolin-4-amine (0.62 g, 1.6 mmol, prepared as described in Example 1), platinum (IV) oxide (0.25 g, 1.1 mmol), and trifluoroacetic acid (25 mL) was placed in a Parr vessel and shaken under hydrogen pressure (50 psi, 3.5×105 Pa) for two hours. An analysis by LC/MS indicated the reaction was incomplete. Additional platinum (IV) oxide (0.5 g) was added, and the reaction was continued overnight. The trifluoroacetic acid was rem... Starting materials: O (Water), NCC1CCC(CC1)NC=1SC=C(N1)C1=C(C=CC=C1)OC (N-[4-(aminomethyl)cyclohexyl]-4-(2-methoxyphenyl)-1,3-thiazol-2-amine), IC(C)C (2-iodopropane), C([O-])([O-])=O.[K+].[K+] (potassium carbonate). Run in CN(C)C=O (DMF). Reaction conditions: temperature 50 celsius. Product: C(C)(C)NCC1CCC(CC1)NC=1SC=C(N1)C1=C(C=CC=C1)OC (N-{4-[(isopropylamino)methyl]cyclohexyl}-4-(2-methoxyphenyl)-1,3-thiazol-2-amine). The yield is 53.0%. Reaction SMILES: [NH2:1][CH2:2][CH:3]1[CH2:8][CH2:7][CH:6]([NH:9][C:10]2[S:11][CH:12]=[C:13]([C:15]3[CH:20]=[CH:19][CH:18]=[CH:17][C:16]=3[O:21][CH3:22])[N:14]=2)[CH2:5][CH2:4]1.I[CH:24]([CH3:26])[CH3:25].C(=O)([O-])[O-].[K+].[K+].O>CN(C=O)C>[CH:24]([NH:1][CH2:2][CH:3]1[CH2:8][CH2:7][CH:6]([NH:9][C:10]2[S:11][CH:12]=[C:13]([C:15]3[CH:20]=[CH:19][CH:18]=[CH:17][C:16]=3[O:21][CH3:22])[N:14]=2)[CH2:5][CH2:4]1)([CH3:26])[CH3:25] |f:2.3.4|. Procedure details: The reaction mixture of N-[4-(aminomethyl)cyclohexyl]-4-(2-methoxyphenyl)-1,3-thiazol-2-amine (1 equivalent), 2-iodopropane (1 equivalent), and potassium carbonate (2 equivalents) in DMF was heated at about 50° C. overnight. Water was then added to the reaction mixture and extracted with diethyl ether (3 times). Evaporation of the combined organic phase afforded a yellow oil which was purified by preparative TLC plates. The desired product was obtained as a yellow oil in 53% yield: ESIMS m/e=360... Reactants: C(C)N(CC)CC1=C(C(=C2C(=N1)SC1=C2CNCC1)C1=CC(=C(C=C1)OC)OC)C(=O)OCC (ethyl 2-diethylaminomethyl-4-(3,4-dimethoxyphenyl)-5,6,7,8-tetrahydrothieno[2,3-b:4,5-c']dipyridine-3-carboxylate). The reagents and catalysts are [O-2].[O-2].[Mn+4] (manganese dioxide). The product is C(C)N(CC)CC1=C(C(=C2C(=N1)SC1=C2C=NC=C1)C1=CC(=C(C=C1)OC)OC)C(=O)OCC (ethyl 2-diethylaminomethyl-4-(3,4-dimethoxyphenyl)thieno[2,3-b:4,5-c']dipyridine-3-carboxylate). Reaction SMILES: [CH2:1]([N:3]([CH2:6][C:7]1[N:12]=[C:11]2[S:13][C:14]3[CH2:19][CH2:18][NH:17][CH2:16][C:15]=3[C:10]2=[C:9]([C:20]2[CH:25]=[CH:24][C:23]([O:26][CH3:27])=[C:22]([O:28][CH3:29])[CH:21]=2)[C:8]=1[C:30]([O:32][CH2:33][CH3:34])=[O:31])[CH2:4][CH3:5])[CH3:2]>[O-2].[O-2].[Mn+4]>[CH2:4]([N:3]([CH2:6][C:7]1[N:12]=[C:11]2[S:13][C:14]3[CH:19]=[CH:18][N:17]=[CH:16][C:15]=3[C:10]2=[C:9]([C:20]2[CH:25]=[CH:24][C:23]([O:26][CH3:27])=[C:22]([O:28][CH3:29])[CH:21]=2)[C:8]=1[C:30]([O:32][CH2:33][CH3:34])=[O:31])[CH2:1][CH3:2])[CH3:5] |f:1.2.3|. Procedure details: In the same manner as in Example 7A, the compound obtained in Example 54A and activated manganese dioxide were reacted to yield ethyl 2-diethylaminomethyl-4-(3,4-dimethoxyphenyl)thieno[2,3-b:4,5-c']dipyridine-3-carboxylate, which was then recrystallized from ethyl acetate-hexane to yield colorless prismatic crystals having a melting point of 141 to 142° C. Starting materials: Cl.NC1=NC=C(C(=N1)N)CC1=CC(=C(C=C1)OC)O (2,4-diamino-5-(3'-hydroxy-4'-methoxybenzyl)pyrimidine hydrochloride), C(C)(=O)NC1=CC=C(C=C1)S(=O)(=O)CCCCl (3-(p-acetamidophenylsulfonyl)propyl chloride). The product is NC1=NC=C(C(=N1)N)CC1=CC(=C(C=C1)OC)OCCCS(=O)(=O)C1=CC=C(C=C1)NC(C)=O (2,4-diamino-5-{3'-[3"-(p-acetamidophenylsulfonyl)propoxy]-4-methoxybenzyl}pyrimidine). The yield is 80.0%. Reaction SMILES: Cl.[NH2:2][C:3]1[N:8]=[C:7]([NH2:9])[C:6]([CH2:10][C:11]2[CH:16]=[CH:15][C:14]([O:17][CH3:18])=[C:13]([OH:19])[CH:12]=2)=[CH:5][N:4]=1.[C:20]([NH:23][C:24]1[CH:29]=[CH:28][C:27]([S:30]([CH2:33][CH2:34][CH2:35]Cl)(=[O:32])=[O:31])=[CH:26][CH:25]=1)(=[O:22])[CH3:21]>>[NH2:2][C:3]1[N:8]=[C:7]([NH2:9])[C:6]([CH2:10][C:11]2[CH:16]=[CH:15][C:14]([O:17][CH3:18])=[C:13]([O:19][CH2:35][CH2:34][CH2:33][S:30]([C:27]3[CH:28]=[CH:29][C:24]([NH:23][C:20](=[O:22])[CH3:21])=[CH:25][CH:26]=3)(=[O:31])=[O:32])[CH:12]=2)=[CH:5][N:4]=1 |f:0.1|. Procedure details: Following substantially the procedure of Example 1, Step B, 2,4-diamino-5-(3'-hydroxy-4'-methoxybenzyl)pyrimidine hydrochloride is treated with 3-(p-acetamidophenylsulfonyl)propyl chloride to afford 2,4-diamino-5-{3'-[3"-(p-acetamidophenylsulfonyl)propoxy]-4-methoxybenzyl}pyrimidine in 80% yield. Starting materials: ClCC=1OC(=C(N1)C1=CC=CC=C1)C1=CC=C(C=C1)S(=O)(=O)N (4-[2-chloromethyl-4-phenyloxazol-5-yl]benzenesulfonamide), C([O-])([O-])=O.[K+].[K+] (potassium carbonate), CN(C=O)C (dimethylformamide), FC=1C=C(C=C(C1)C1(CCOCC1)OC)O (3-fluoro-5-(4-methoxy-3,4,5,6-tetrahydro-2H-pyran-4-yl)phenol). Run in O (Water). Run at time 16 hour. Yields the product FC=1C=C(OCC=2OC(=C(N2)C2=CC=CC=C2)C2=CC=C(C=C2)S(=O)(=O)N)C=C(C1)C1(CCOCC1)OC (4-[2-[[3-fluoro-5-(3,4,5,6-tetrahydro-4-methoxy-pyran-4-yl)phenoxy]methyl]-4-phenyl-oxazol-5-yl]benzenesulfonamide). The yield is 39.8%. Reaction SMILES: Cl[CH2:2][C:3]1[O:4][C:5]([C:14]2[CH:19]=[CH:18][C:17]([S:20]([NH2:23])(=[O:22])=[O:21])=[CH:16][CH:15]=2)=[C:6]([C:8]2[CH:13]=[CH:12][CH:11]=[CH:10][CH:9]=2)[N:7]=1.C(=O)([O-])[O-].[K+].[K+].CN(C)C=O.[F:35][C:36]1[CH:37]=[C:38]([OH:50])[CH:39]=[C:40]([C:42]2([O:48][CH3:49])[CH2:47][CH2:46][O:45][CH2:44][CH2:43]2)[CH:41]=1>O>[F:35][C:36]1[CH:37]=[C:38]([CH:39]=[C:40]([C:42]2([O:48][CH3:49])[CH2:43][CH2:44][O:45][CH2:46][CH2:47]2)[CH:41]=1)[O:50][CH2:2][C:3]1[O:4][C:5]([C:14]2[CH:19]=[CH:18][C:17]([S:20]([NH2:23])(=[O:22])=[O:21])=[CH:16][CH:15]=2)=[C:6]([C:8]2[CH:13]=[CH:12][CH:11]=[CH:10][CH:9]=2)[N:7]=1 |f:1.2.3|. Reported procedure: A mixture of 4-[2-chloromethyl-4-phenyloxazol-5-yl]benzenesulfonamide (Step 3) (0.5 g, 1.4 mmol), potassium carbonate (0.4 g, 2.8 mmol), dimethylformamide (20 mL), and 3-fluoro-5-(4-methoxy-3,4,5,6-tetrahydro-2H-pyran-4-yl)phenol [prepared as described in J. Med Chem., 35, 2600–2609 (1992)] (0.3 g, 1.4 mmol) was stirred at room temperature, for 16 h. Water (20 mL) was added, and the mixture was extracted with ethyl acetate (4×30 mL) The combined organic layers were washed with brine, dried over ...